Dataset: the Open Reaction Database (ORD), a public repository of structured organic reaction records. Task: describe an organic reaction: reactants, conditions, products, and yield Starting materials: C(C)OC(=O)C1=NNC=2CCCCC12 (4,5,6,7-tetrahydro-1H-indazole-3-carboxylic acid ethyl ester), [OH-].[Na+] (sodium hydroxide). The solvent is CO (methanol). The product is N1N=C(C=2CCCCC12)C(=O)O (4,5,6,7-tetrahydro-1H-indazole-3-carboxylic acid). Yield: 81.8%. Reaction SMILES: C([O:3][C:4]([C:6]1[C:14]2[CH2:13][CH2:12][CH2:11][CH2:10][C:9]=2[NH:8][N:7]=1)=[O:5])C.[OH-].[Na+]>CO>[NH:8]1[C:9]2[CH2:10][CH2:11][CH2:12][CH2:13][C:14]=2[C:6]([C:4]([OH:5])=[O:3])=[N:7]1 |f:1.2|. Procedure details: A solution of 4,5,6,7-tetrahydro-1H-indazole-3-carboxylic acid ethyl ester [0.606 g, Reference Example 18(a)] in methanol (50 ml) was treated with sodium hydroxide (0.500 g). The mixture was refluxed for 16 hours, then cooled and then evaporated. The residual white solid was treated with hydrochloric acid (30 ml, 2N) and the resulting solution was extracted three times with ethyl acetate (50 ml). The combined organic extracts were dried over sodium sulfate and then evaporated to yield 4,5,6,7-te... Starting materials: ClC=1C=C(C=CC1Cl)CC(=O)N([C@H]1[C@@H](CC2(OCCO2)CC1)N1CCCC1)C (trans-3,4-dichloro-N-methyl-N-[7-(1-pyrrolidinyl)-1,4-dioxaspiro[4.5]dec-8-yl]benzeneacetamide). The solvent is CC(=O)C (acetone). Reaction conditions: temperature 60 celsius, time 1 hour. Yields the product ClC=1C=C(C=CC1Cl)CC(=O)N([C@H]1[C@@H](CC(CC1)=O)N1CCCC1)C (trans-3,4-dichloro-N-methyl-N-[4-oxo-2-(1-pyrrolidinyl)cyclohexyl]benzeneacetamide). Isolated yield 94.5%. Reaction SMILES: [Cl:1][C:2]1[CH:3]=[C:4]([CH2:9][C:10]([N:12]([CH3:28])[C@@H:13]2[CH2:22][CH2:21][C:16]3(OCC[O:17]3)[CH2:15][C@H:14]2[N:23]2[CH2:27][CH2:26][CH2:25][CH2:24]2)=[O:11])[CH:5]=[CH:6][C:7]=1[Cl:8]>CC(C)=O>[Cl:1][C:2]1[CH:3]=[C:4]([CH2:9][C:10]([N:12]([CH3:28])[C@@H:13]2[CH2:22][CH2:21][C:16](=[O:17])[CH2:15][C@H:14]2[N:23]2[CH2:24][CH2:25][CH2:26][CH2:27]2)=[O:11])[CH:5]=[CH:6][C:7]=1[Cl:8]. Reported procedure: A mixture of trans-3,4-dichloro-N-methyl-N-[7-(1-pyrrolidinyl)-1,4-dioxaspiro[4.5]dec-8-yl]benzeneacetamide (12.3 g, 0.029 mol) 3N HCl solution (288 ml), and 432 ml of acetone was stirred at 60° C. under N2 atmosphere for one hour. Acetone was removed on a rotary evaporator and the mixture was extracted with chloroform. The chloroform extracts were dried (Na2SO4), concentrated in vacuo and diluted with ether. Refrigeration overnight gave white crystals which were dried at 60° C. in vacuo for two... Starting materials: C(C)(=O)N1C(C(C2=CC=CC=C12)=C(C1=CC=CC=C1)OCC)=O (1-acetyl-3-{1-ethoxy-1-phenylmethylidene}-2-indolinone), NC=1C=C2C=CC=NC2=CC1 (6-amino-quinoline), [OH-].[Na+] (sodium hydroxide). Solvent: CO (MeOH), CN(C)C=O (DMF). Product: N1=CC=CC2=CC(=CC=C12)N\C(\C1=CC=CC=C1)=C\1/C(NC2=CC=CC=C12)=O (3-{(Z)-1-[(Quinolin-6-yl)amino]-1-phenylmethylidene}-2-indolinone). Reaction SMILES: C([N:4]1[C:12]2[C:7](=[CH:8][CH:9]=[CH:10][CH:11]=2)[C:6](=[C:13](OCC)[C:14]2[CH:19]=[CH:18][CH:17]=[CH:16][CH:15]=2)[C:5]1=[O:23])(=O)C.[NH2:24][C:25]1[CH:26]=[C:27]2[C:32](=[CH:33][CH:34]=1)[N:31]=[CH:30][CH:29]=[CH:28]2.[OH-].[Na+]>CN(C=O)C.CO>[N:31]1[C:32]2[C:27](=[CH:26][C:25]([NH:24]/[C:13](=[C:6]3\[C:5](=[O:23])[NH:4][C:12]4[C:7]\3=[CH:8][CH:9]=[CH:10][CH:11]=4)/[C:14]3[CH:15]=[CH:16][CH:17]=[CH:18][CH:19]=3)=[CH:34][CH:33]=2)[CH:28]=[CH:29][CH:30]=1 |f:2.3|. Procedure details: Prepared from 1-acetyl-3-{1-ethoxy-1-phenylmethylidene}-2-indolinone and 3 equivalents of 6-amino-quinoline in DMF followed by treatment with 1N sodium hydroxide solution in MeOH. Reactants: CN1N=C(C(=C1O)C(C1=C(C=C(C=C1)Cl)Cl)=O)C (1,3-dimethyl-4-(2,4-dichlorobenzoyl)-5-hydroxypyrazole), [Cl-].[Ca+2].[Cl-] (calcium chloride), aqueous solution, [OH-].[Na+] (sodium hydroxide). Solvent: O (water), O (water). The product is [Ca].CN1N=C(C(=C1O)C(C1=C(C=C(C=C1)Cl)Cl)=O)C (1,3-Dimethyl-4-(2,4-dichlorobenzoyl)-5-hydroxypyrazole calcium salt). The yield is 79.0%. As a reaction SMILES: [CH3:1][N:2]1[C:6]([OH:7])=[C:5]([C:8](=[O:17])[C:9]2[CH:14]=[CH:13][C:12]([Cl:15])=[CH:11][C:10]=2[Cl:16])[C:4]([CH3:18])=[N:3]1.[OH-].[Na+].[Cl-].[Ca+2:22].[Cl-]>O>[Ca:22].[CH3:1][N:2]1[C:6]([OH:7])=[C:5]([C:8](=[O:17])[C:9]2[CH:14]=[CH:13][C:12]([Cl:15])=[CH:11][C:10]=2[Cl:16])[C:4]([CH3:18])=[N:3]1 |f:1.2,3.4.5,7.8|. Procedure: In 50 ml. of water is suspended 2.85 g. of 1,3-dimethyl-4-(2,4-dichlorobenzoyl)-5-hydroxypyrazole and the suspension is dissolved in about 5 ml. of a 2 N aqueous solution of sodium hydroxide. A solution of 1.11 g. of calcium chloride in 10 ml. of water is added and the resulting mixture is stirred. The so separated precipitates are recovered by filtration and dried to give 2.4 g. of the desired product as white powder melting at about 260° C. Yield 79.0%. Reactants: BrC=1C=C2C(=NC1)N(C=N2)C=2C=C(C=C(C2)C2=C(C=C(C=C2)F)F)N (5-(6-bromo-3H-imidazo[4,5-b]pyridin-3-yl)-2′,4′-difluoro-[1,1′-biphenyl]-3-amine), C1(CC1)S(=O)(=O)Cl (cyclopropanesulfonyl chloride), C1(CCCC1)N1N=CC(=C1)B1OC(C(O1)(C)C)(C)C (1-cyclopentyl-4-(4,4,5,5-tetramethyl-1,3,2-dioxaborolan-2-yl)-1H-pyrazole). Yields the product C1(CCCC1)N1N=CC(=C1)C=1C=C2C(=NC1)N(C=N2)C=2C=C(C=C(C2)C2=C(C=C(C=C2)F)F)NS(=O)(=O)C2CC2 (N-(5-(6-(1-cyclopentyl-1H-pyrazol-4-yl)-3H-imidazo[4,5-b]pyridin-3-yl)-2′,4′-difluoro-[1,1′-biphenyl]-3-yl)cyclopropanesulfonamide). The yield is 27.9%. As a reaction SMILES: Br[C:2]1[CH:3]=[C:4]2[N:10]=[CH:9][N:8]([C:11]3[CH:12]=[C:13]([NH2:25])[CH:14]=[C:15]([C:17]4[CH:22]=[CH:21][C:20]([F:23])=[CH:19][C:18]=4[F:24])[CH:16]=3)[C:5]2=[N:6][CH:7]=1.[CH:26]1([S:29](Cl)(=[O:31])=[O:30])[CH2:28][CH2:27]1.[CH:33]1([N:38]2[CH:42]=[C:41](B3OC(C)(C)C(C)(C)O3)[CH:40]=[N:39]2)[CH2:37][CH2:36][CH2:35][CH2:34]1>>[CH:33]1([N:38]2[CH:42]=[C:41]([C:2]3[CH:3]=[C:4]4[N:10]=[CH:9][N:8]([C:11]5[CH:12]=[C:13]([NH:25][S:29]([CH:26]6[CH2:28][CH2:27]6)(=[O:31])=[O:30])[CH:14]=[C:15]([C:17]6[CH:22]=[CH:21][C:20]([F:23])=[CH:19][C:18]=6[F:24])[CH:16]=5)[C:5]4=[N:6][CH:7]=3)[CH:40]=[N:39]2)[CH2:37][CH2:36][CH2:35][CH2:34]1. Procedure details: The compound was prepared using the procedures of Example 334 starting from 5-(6-bromo-3H-imidazo[4,5-b]pyridin-3-yl)-2′,4′-difluoro-[1,1′-biphenyl]-3-amine (133 mg, 0.33 mmol) and using cyclopropanesulfonyl chloride (20 mg, 0.66 mmol, 2.0 eq.) and 1-cyclopentyl-4-(4,4,5,5-tetramethyl-1,3,2-dioxaborolan-2-yl)-1H-pyrazole (0.115 g, 0.43 mmol, 2.0 eq.) to give the crude residue which was purified by preparative HPLC to give the product in 27.86% yield (34 mg). 1H NMR (400 MHz, DMSO-d6): δ 10.26 (s... Reported procedure: A 5-L round bottomed flask was charged with 516 g (2.62 mol) of 4-ethylamino-2-methylsulfanyl-pyrimidine-5-carboxaldehyde, 587 g (2.62 mol) of (3,5-dimethoxy-phenyl)-acetic acid ethyl ester, and 391 mL (2.62 mol) of 1,8-diazabicyclo[5.4.0]undec-7-ene. The mixture was heated at 80° C. for one hour. Thin layer chromatography (TLC) (silica, 6:4/heptane:ethyl acetate, developed in an iodine chamber) showed all the 4-ethylamino-2-methylsulfanyl-pyrimidine-5-carbaldehyde was consumed. Ethyl alcohol (a... Yield: 56.6%. Starting materials: C(C)NC1=NC(=NC=C1C=O)SC (4-ethylamino-2-methylsulfanyl-pyrimidine-5-carboxaldehyde), C(C)OC(CC1=CC(=CC(=C1)OC)OC)=O ((3,5-dimethoxy-phenyl)-acetic acid ethyl ester), N12CCCCCC2=NCCC1 (1,8-diazabicyclo[5.4.0]undec-7-ene), II (iodine), C(C)NC1=NC(=NC=C1C=O)SC (4-ethylamino-2-methylsulfanyl-pyrimidine-5-carbaldehyde). Reaction conditions: temperature 80 celsius. Yields the product CSC=1N=CC2=C(N1)N(C(C(=C2)C2=CC(=CC(=C2)OC)OC)=O)CC (2-methylsulfanyl-6-(3,5-dimethoxyphenyl)-8-ethyl-8H-pyrido[2,3-d]pyrimidine-7-one). As a reaction SMILES: [CH2:1]([NH:3][C:4]1[C:9]([CH:10]=O)=[CH:8][N:7]=[C:6]([S:12][CH3:13])[N:5]=1)[CH3:2].C(O[C:17](=[O:29])[CH2:18][C:19]1[CH:24]=[C:23]([O:25][CH3:26])[CH:22]=[C:21]([O:27][CH3:28])[CH:20]=1)C.N12CCCN=C1CCCCC2.II>C(OCC)(=O)C.CCCCCCC>[CH3:13][S:12][C:6]1[N:7]=[CH:8][C:9]2[CH:10]=[C:18]([C:19]3[CH:20]=[C:21]([O:27][CH3:28])[CH:22]=[C:23]([O:25][CH3:26])[CH:24]=3)[C:17](=[O:29])[N:3]([CH2:1][CH3:2])[C:4]=2[N:5]=1. The solvent is CCCCCCC (heptane), C(C)(=O)OCC (ethyl acetate). Starting materials: ClC1=NC=C(C=C1C)[N+](=O)[O-] (2-chloro-3-methyl-5-nitropyridine), C([O-])([O-])=O.[Na+].[Na+] (sodium carbonate), N1CCC(C(=O)OC)CC1 (methyl isonipecotate), N1CCC(C(=O)OC)CC1 (methyl isonipecotate). The solvent is CS(=O)C (DMSO). Conditions: temperature 60 celsius, time 8 hour. Yields the product CC=1C(=NC=C(C1)[N+](=O)[O-])N1CCC(CC1)C(=O)OC (Methyl 1-(3-methyl-5-nitropyridin-2-yl)piperidine-4-carboxylate). Yield: 87.0%. RXN SMILES: Cl[C:2]1[C:7]([CH3:8])=[CH:6][C:5]([N+:9]([O-:11])=[O:10])=[CH:4][N:3]=1.C(=O)([O-])[O-].[Na+].[Na+].[NH:18]1[CH2:27][CH2:26][CH:21]([C:22]([O:24][CH3:25])=[O:23])[CH2:20][CH2:19]1>CS(C)=O>[CH3:8][C:7]1[C:2]([N:18]2[CH2:27][CH2:26][CH:21]([C:22]([O:24][CH3:25])=[O:23])[CH2:20][CH2:19]2)=[N:3][CH:4]=[C:5]([N+:9]([O-:11])=[O:10])[CH:6]=1 |f:1.2.3|. Procedure: To a solution of 2-chloro-3-methyl-5-nitropyridine (1.73 g, 10.00 mmol) in DMSO (20 mL) was added sodium carbonate (5.30 g, 50.00 mmol) followed by methyl isonipecotate (1.35 mL, 10.00 mmol). The reaction mixture was heated to 60° C. for 110 minutes. The reaction mixture was left to stand at room temperature overnight. A further aliquot of methyl isonipecotate (3.33 mmol, 476 mg, 450 μL) was added and heating resumed at 60° C. for 100 mins. The reaction mixture was poured onto ice water and the ...